This data is from the Open Reaction Database (ORD), a public repository of structured organic reaction records. The task is: describe an organic reaction: reactants, conditions, products, and yield Starting materials: ClCCNC(=O)C=1C=NN2C1N=C(C=C2)N2[C@H](CCC2)C=2C(=NC=C(C2)F)OC ((R)—N-(2-chloro ethyl)-5-(2-(5-fluoro-2-methoxypyridin-3-yl)pyrrolidin-1-yl)pyrazolo[1,5-a]pyrimidine-3-carboxamide), O1CCOCC1.Cl (HCl dioxane). Conditions: time 90 minute. Yields the product ClCCNC(=O)C=1C=NN2C1N=C(C=C2)N2[C@H](CCC2)C=2C(NC=C(C2)F)=O ((R)—N-(2-chloroethyl)-5-(2-(5-fluoro-2-oxo-1,2-dihydropyridin-3-yl)pyrrolidin-1-yl)pyrazolo[1,5-a]pyrimidine-3-carboxamide). As a reaction SMILES: [Cl:1][CH2:2][CH2:3][NH:4][C:5]([C:7]1[CH:8]=[N:9][N:10]2[CH:15]=[CH:14][C:13]([N:16]3[CH2:20][CH2:19][CH2:18][C@@H:17]3[C:21]3[C:22]([O:28]C)=[N:23][CH:24]=[C:25]([F:27])[CH:26]=3)=[N:12][C:11]=12)=[O:6].O1CCOCC1.Cl>>[Cl:1][CH2:2][CH2:3][NH:4][C:5]([C:7]1[CH:8]=[N:9][N:10]2[CH:15]=[CH:14][C:13]([N:16]3[CH2:20][CH2:19][CH2:18][C@@H:17]3[C:21]3[C:22](=[O:28])[NH:23][CH:24]=[C:25]([F:27])[CH:26]=3)=[N:12][C:11]=12)=[O:6] |f:1.2|. Procedure details: Prepared by the method described in Example 202, replacing (R)—N-tert-butyl-5-(2-(5-fluoro-2-methoxypyridin-3-yl)pyrrolidin-1-yl)pyrazolo[1,5-a]pyrimidine-3-carboxamide with (R)—N-(2-chloro ethyl)-5-(2-(5-fluoro-2-methoxypyridin-3-yl)pyrrolidin-1-yl)pyrazolo[1,5-a]pyrimidine-3-carboxamide (Example 163, 100 mg, 0.239 mmol), replacing 2 M HCl with 4 M HCl dioxane solution, and reaction was conducted at 100° C. for 90 minutes. LCMS (apci) m/z=405.0 (M+H). Product: Cl.CC(C)N(C(O)=O)[C@@H]1C[C@@H](N(C2=CC=C(C=C12)C1=CC=C(C=C1)CN1CC(NCC1)=O)C(C)=O)C (1-methylethyl((cis)-1-acetyl-2-methyl-6-{4-[(3-oxo-1-piperazinyl)methyl]phenyl}-1,2,3,4-tetrahydro-4-quinolinyl)carbamate hydrochloride). Run at time 35 minute. RXN SMILES: [NH:1]1[CH2:6][CH2:5][NH:4][CH2:3][C:2]1=[O:7].CC([O:11][C:12](=[O:36])[NH:13][C@H:14]1[C:23]2[C:18](=[CH:19][CH:20]=[C:21]([C:24]3[CH:29]=[CH:28][C:27]([CH:30]=O)=[CH:26][CH:25]=3)[CH:22]=2)[N:17]([C:32](=[O:34])[CH3:33])[C@@H:16]([CH3:35])[CH2:15]1)C.C(O[BH-](O[C:47](=O)[CH3:48])OC(=O)C)(=O)C.[Na+].N.[Cl:52][CH2:53]Cl>>[ClH:52].[CH3:53][CH:47]([N:13]([C@H:14]1[C:23]2[C:18](=[CH:19][CH:20]=[C:21]([C:24]3[CH:25]=[CH:26][C:27]([CH2:30][N:4]4[CH2:5][CH2:6][NH:1][C:2](=[O:7])[CH2:3]4)=[CH:28][CH:29]=3)[CH:22]=2)[N:17]([C:32](=[O:34])[CH3:33])[C@@H:16]([CH3:35])[CH2:15]1)[C:12](=[O:36])[OH:11])[CH3:48] |f:2.3,6.7|. Reactants: N1C(CNCC1)=O (2-piperazinone), CC(C)OC(N[C@@H]1C[C@@H](N(C2=CC=C(C=C12)C1=CC=C(C=C1)C=O)C(C)=O)C)=O (1-methylethyl[(cis)-1-acetyl-6-(4-formylphenyl)-2-methyl-1,2,3,4-tetrahydro-4-quinolinyl]carbamate), ClCCl (dichloromethane), C(C)(=O)O[BH-](OC(C)=O)OC(C)=O.[Na+] (Sodium triacetoxyborohydride), ClCCl (DCM), N (ammonia), Intermediate 7, ClCCl (DCM). Reported procedure: To 2-piperazinone (3.60 mg, 0.240 mmol, available from Alfa Aesar) was added dichloromethane (DCM) (2 mL) and 1-methylethyl[(cis)-1-acetyl-6-(4-formylphenyl)-2-methyl-1,2,3,4-tetrahydro-4-quinolinyl]carbamate (for a preparation see Intermediate 7) (63 mg, 0.160 mmol) and stirred under nitrogen for 35 min. Sodium triacetoxyborohydride (44.0 mg, 0.208 mmol) was added and left stirring overnight. The reactions were quenched with the addition of ammonium chloride (1 ml). The layers were separated an... Reactants: COC1=CC=C(C=C1)C(C1=CC=CC=C1)(C1=CC=C(C=C1)OC)NC=1OCC([C@@](N1)(C)C1=C(C=C(C(=C1)B1OCC(CO1)(C)C)F)F)(F)F ([bis-(4-methoxy-phenyl)-phenyl-methyl]-{(R)-4-[5-(5,5-dimethyl-[1,3,2]dioxaborinan-2-yl)-2,4-difluoro-phenyl]-5,5-difluoro-4-methyl-5,6-dihydro-4H-[1,3]oxazin-2-yl}-amine), ClC=1OC2=C(N1)C=CC(=C2)Cl (2,6-dichlorobenzo[d]oxazole), C([O-])([O-])=O.[Cs+].[Cs+] (cesium carbonate), ClCCl (dichloromethane). Run in O1CCCC1 (tetrahydrofuran), O (water). Run at temperature 80 celsius. Yields the product COC1=CC=C(C=C1)C(C1=CC=CC=C1)(C1=CC=C(C=C1)OC)NC=1OCC([C@@](N1)(C)C1=C(C=C(C(=C1)C=1OC2=C(N1)C=CC(=C2)Cl)F)F)(F)F ([bis-(4-methoxy-phenyl)-phenyl-methyl]-{(R)-4-[5-(6-chloro-benzooxazol-2-yl)-2,4-difluoro-phenyl]-5,5-difluoro-4-methyl-5,6-dihydro-4H-[1,3]oxazin-2-yl}-amine). Yield: 50.4%. As a reaction SMILES: [CH3:1][O:2][C:3]1[CH:8]=[CH:7][C:6]([C:9]([NH:24][C:25]2[O:26][CH2:27][C:28]([F:49])([F:48])[C@:29]([C:32]3[CH:37]=[C:36](B4OCC(C)(C)CO4)[C:35]([F:46])=[CH:34][C:33]=3[F:47])([CH3:31])[N:30]=2)([C:16]2[CH:21]=[CH:20][C:19]([O:22][CH3:23])=[CH:18][CH:17]=2)[C:10]2[CH:15]=[CH:14][CH:13]=[CH:12][CH:11]=2)=[CH:5][CH:4]=1.Cl[C:51]1[O:52][C:53]2[CH:59]=[C:58]([Cl:60])[CH:57]=[CH:56][C:54]=2[N:55]=1.C(=O)([O-])[O-].[Cs+].[Cs+].ClCCl>O1CCCC1.O>[CH3:23][O:22][C:19]1[CH:20]=[CH:21][C:16]([C:9]([NH:24][C:25]2[O:26][CH2:27][C:28]([F:48])([F:49])[C@:29]([C:32]3[CH:37]=[C:36]([C:51]4[O:52][C:53]5[CH:59]=[C:58]([Cl:60])[CH:57]=[CH:56][C:54]=5[N:55]=4)[C:35]([F:46])=[CH:34][C:33]=3[F:47])([CH3:31])[N:30]=2)([C:6]2[CH:5]=[CH:4][C:3]([O:2][CH3:1])=[CH:8][CH:7]=2)[C:10]2[CH:11]=[CH:12][CH:13]=[CH:14][CH:15]=2)=[CH:17][CH:18]=1 |f:2.3.4|. Procedure: In a tube a mixture of [bis-(4-methoxy-phenyl)-phenyl-methyl]-{(R)-4-[5-(5,5-dimethyl-[1,3,2]dioxaborinan-2-yl)-2,4-difluoro-phenyl]-5,5-difluoro-4-methyl-5,6-dihydro-4H-[1,3]oxazin-2-yl}-amine (intermediate D1.1) (130 mg, 144 μmol), 2,6-dichlorobenzo[d]oxazole (30.4 mg, 159 μmol), and cesium carbonate (188 mg, 576 μmol) in tetrahydrofuran (4 ml) and water (2 ml) was purged with argon for 5 minutes. Thereafter, [1,1′-bis(diphenylphosphino)ferrocene]dichloropalladium(II) complex with dichlorometh... Starting materials: O (water), ClCCCCN1C(C2=C(CCC1)SC=C2)=O (5-(4-chlorobutyl)-5,6,7,8-tetrahydro-4H-thieno[3,2-c]azepin-4-one), BrBr (bromine). Solvent: C(C)(=O)O (acetic acid), C(C)(=O)O (acetic acid). Run at time 3 hour. Product: BrC1=CC=2C(N(CCCC2S1)CCCCCl)=O (2-bromo-5-(4-chlorobutyl)-5,6,7,8-tetrahydro-4H-thieno[3,2-c]azepin-4-one). Yield: 102.1%. As a reaction SMILES: [Cl:1][CH2:2][CH2:3][CH2:4][CH2:5][N:6]1[CH2:12][CH2:11][CH2:10][C:9]2[S:13][CH:14]=[CH:15][C:8]=2[C:7]1=[O:16].[Br:17]Br.O>C(O)(=O)C>[Br:17][C:14]1[S:13][C:9]2[CH2:10][CH2:11][CH2:12][N:6]([CH2:5][CH2:4][CH2:3][CH2:2][Cl:1])[C:7](=[O:16])[C:8]=2[CH:15]=1. Reported procedure: To a solution of 3.0 g of 5-(4-chlorobutyl)-5,6,7,8-tetrahydro-4H-thieno[3,2-c]azepin-4-one in 20 ml of acetic acid was added dropwise a solution of 2.1 g of bromine in 5 ml of acetic acid for 10 minutes. After the mixture was stirred at room temperature for 3 hours, the mixture was poured into chilled water and extracted with chloroform. The extract was washed with water, dried over magnesium sulfate and then concentrated under reduced pressure to give 4.0 g of 2-bromo-5-(4-chlorobutyl)-5,6,7,8... Reactants: C[Si](OC(=O)N[C@H]1[C@@H]2N(C(=C(CS2)COC(C)=O)C(=O)O[Si](C)(C)C)C1=O)(C)C ((6R, 7R)-trimethylsilyl 7-[((trimethylsilyl)oxy)carbonyl]amino-3-acetoxymethylceph-3-em-4-carboxylate), [Si](C)(C)(C)I (TMSI), C[Si](OC(=O)N[C@H]1[C@@H]2N(C(=C(CS2)CI)C(=O)O[Si](C)(C)C)C1=O)(C)C ((6R, 7R)-trimethylsilyl 7-[((trimethylsilyl)oxy)carbonyl]amino-3-iodomethylceph-3-em-4-carboxylate), CC(=O)O[Si](C)(C)C (CH3COOSi(CH3)3), C(C)(=O)[O-] (acetate), COCH(N)CH(N)SCH2. The solvent is ClCCl (dichloromethane), ClCCl (dichloromethane). Yields the product C[Si](OC(=O)[C@@H]1[C@@H]2N(C(=C(C(S2)N)CI)C(=O)O[Si](C)(C)C)C1=O)(C)C ((6R, 7R)-Trimethylsilyl 7-[((Trimethylsilyl)oxy)carbonyl]-amino-3-iodomethylceph-3-em-4-carboxylate). Reaction SMILES: C[Si](C)(C)OC([NH:6][C@@H]1C(=O)N2C(C(O[Si](C)(C)C)=O)=C(COC(=O)C)CS[C@H]12)=O.[Si](I)(C)(C)C.C([O-])(=O)C.C[Si](C)(C)OC(N[C@@H:45]1[C:61](=[O:62])[N:47]2[C:48]([C:54]([O:56][Si:57]([CH3:60])([CH3:59])[CH3:58])=[O:55])=[C:49]([CH2:52][I:53])[CH2:50][S:51][C@H:46]12)=O.C[C:66]([O:68][Si:69]([CH3:72])([CH3:71])[CH3:70])=[O:67]>ClCCl>[CH3:70][Si:69]([CH3:72])([CH3:71])[O:68][C:66]([C@H:45]1[C:61](=[O:62])[N:47]2[C:48]([C:54]([O:56][Si:57]([CH3:58])([CH3:59])[CH3:60])=[O:55])=[C:49]([CH2:52][I:53])[CH:50]([NH2:6])[S:51][C@H:46]12)=[O:67]. Reported procedure: To a stirred solution of (6R, 7R)-trimethylsilyl 7-[((trimethylsilyl)oxy)carbonyl]amino-3-acetoxymethylceph-3-em-4-carboxylate in dichloromethane (prepared according to Method B of Example 2; 5.0 g input 7-ACA) was added 3.0 ml (21.1 mmoles, 1.15 equivalents) of TMSI in a slow stream at ambient temperature under a blanket of dry nitrogen. The progress of the reaction was monitored by 1H NMR (acetate region). After a total of 65 minutes, the 1H NMR spectrum of an aliquot of the dark solution show... The reactants are ClC1=CC(=C(C=C1)OC1=CC=CC=C1)[N+](=O)[O-] (4-chloro-2-nitro-1-phenoxybenzene). Reagents/catalysts: [Ni] (RaNi). Solvent: C1CCOC1 (THF). The product is ClC=1C=CC(=C(C1)N)OC1=CC=CC=C1 (5-chloro-2-phenoxybenzenamine). Yield: 105.5%. As a reaction SMILES: [Cl:1][C:2]1[CH:7]=[CH:6][C:5]([O:8][C:9]2[CH:14]=[CH:13][CH:12]=[CH:11][CH:10]=2)=[C:4]([N+:15]([O-])=O)[CH:3]=1>C1COCC1.[Ni]>[Cl:1][C:2]1[CH:7]=[CH:6][C:5]([O:8][C:9]2[CH:14]=[CH:13][CH:12]=[CH:11][CH:10]=2)=[C:4]([NH2:15])[CH:3]=1. Procedure details: The title compound of Example 8 (76 g, 0.3 mol) was hydogenated with RaNi in THF (2.4 L). The product was distilled to yield a yellow liquid (69.5 g, 100%), which had a boiling point of 145°-150° C./1.5 mmHg. This material was employed in Example 10 without further purication. Reactants: BrC1=C(SC2=C1NC(NC2=O)(C)C)C=2C=NNC2 (7-bromo-2,2-dimethyl-6-(1H-pyrazol-4-yl)-2,3-dihydrothieno[3,2-d]pyrimidin-4(1H)-one), Cl (HCl), C(=O)(O)[O-].[Na+] (NaHCO3). Solvent: CO (MeOH). Reaction conditions: temperature 50 celsius, time 2 hour. The product is NC1=C(SC(=C1Br)C=1C=NNC1)C(=O)N (3-amino-4-bromo-5-(1H-pyrazol-4-yl)thiophene-2-carboxamide). Yield: 68.9%. Reaction SMILES: [Br:1][C:2]1[C:6]2[NH:7]C(C)(C)[NH:9][C:10](=[O:11])[C:5]=2[S:4][C:3]=1[C:14]1[CH:15]=[N:16][NH:17][CH:18]=1.Cl.C([O-])(O)=O.[Na+]>CO>[NH2:7][C:6]1[C:2]([Br:1])=[C:3]([C:14]2[CH:15]=[N:16][NH:17][CH:18]=2)[S:4][C:5]=1[C:10]([NH2:9])=[O:11] |f:2.3|. Procedure: A mixture of 7-bromo-2,2-dimethyl-6-(1H-pyrazol-4-yl)-2,3-dihydrothieno[3,2-d]pyrimidin-4(1H)-one (243 mg, 0.743 mmol), 1 M HCl (2.60 mL, 2.60 mmol) and MeOH (7 mL) was stirred at 50° C. for 2 h. The mixture was poured into saturated aqueous NaHCO3 and extracted with 3:1 EtOAc/THF, and the extract was dried over MgSO4, filtered and concentrated under reduced pressure to afford the title compound (147 mg, 69%) as a pale yellow solid. The reactants are C(C)OC(CCNC(=O)C1=CNC(=C1)C1=NC=CC(=C1)OC1=C(C=CC(=C1)C(=O)NC1=C(C=CC(=C1)C)F)F)OCC (N-(3,3-diethoxypropyl)-5-[4-(2-fluoro-5-{[(2-fluoro-5-methylphenyl)amino]carbonyl}phenoxy)pyridin-2-yl]-1H-pyrrole-3-carboxamide), Cl (HCl), O (water). Solvent: O1CCCC1 (tetrahydrofuran). Run at time 60 minute. The product is FC1=C(OC2=CC(=NC=C2)C2=CC(=CN2)C(=O)NCCC=O)C=C(C=C1)C(=O)NC1=C(C=CC(=C1)C)F (5-[4-(2-fluoro-5-{[(2-fluoro-5-methylphenyl)amino]carbonyl}phenoxy)pyridin-2-yl]-N-(3-oxopropyl)-1H-pyrrole-3-carboxamide). As a reaction SMILES: C([O:3][CH:4](OCC)[CH2:5][CH2:6][NH:7][C:8]([C:10]1[CH:14]=[C:13]([C:15]2[CH:20]=[C:19]([O:21][C:22]3[CH:27]=[C:26]([C:28]([NH:30][C:31]4[CH:36]=[C:35]([CH3:37])[CH:34]=[CH:33][C:32]=4[F:38])=[O:29])[CH:25]=[CH:24][C:23]=3[F:39])[CH:18]=[CH:17][N:16]=2)[NH:12][CH:11]=1)=[O:9])C.Cl.O>O1CCCC1>[F:39][C:23]1[CH:24]=[CH:25][C:26]([C:28]([NH:30][C:31]2[CH:36]=[C:35]([CH3:37])[CH:34]=[CH:33][C:32]=2[F:38])=[O:29])=[CH:27][C:22]=1[O:21][C:19]1[CH:18]=[CH:17][N:16]=[C:15]([C:13]2[NH:12][CH:11]=[C:10]([C:8]([NH:7][CH2:6][CH2:5][CH:4]=[O:3])=[O:9])[CH:14]=2)[CH:20]=1. Procedure: To a stirred solution of N-(3,3-diethoxypropyl)-5-[4-(2-fluoro-5-{[(2-fluoro-5-methylphenyl)amino]carbonyl}phenoxy)pyridin-2-yl]-1H-pyrrole-3-carboxamide (250 mg, 0.43 mmol) in 10 ml of tetrahydrofuran was added 1 ml of 1M HCl (1.0 mmol). The mixture was stirred at room temperature for 60 minutes and poured into 100 ml of water. The precipitates were filtered, washed with water and dried in vacuo to give 5-[4-(2-fluoro-5-{[(2-fluoro-5-methylphenyl)amino]carbonyl}phenoxy)pyridin-2-yl]-N-(3-oxopro... The reactants are S(=O)(Cl)Cl (thionyl chloride), ClC1=CC=C(C(C(=O)O)=C1)O (5-chlorosalicylic acid), CO (methanol). The product is ClC1=CC=C(C(C(=O)OC)=C1)O (methyl 5-chlorosalicylate). As a reaction SMILES: S(Cl)(Cl)=O.[Cl:5][C:6]1[CH:14]=[C:10]([C:11]([OH:13])=[O:12])[C:9]([OH:15])=[CH:8][CH:7]=1.[CH3:16]O>>[Cl:5][C:6]1[CH:14]=[C:10]([C:11]([O:13][CH3:16])=[O:12])[C:9]([OH:15])=[CH:8][CH:7]=1. Procedure details: To a cold solution of 100 ml methanol is slowly added 100 ml thionyl chloride followed by 30 g of 5-chlorosalicylic acid. This is then refluxed overnight, the solvent removed and the residue dissolved in ether. The ether is washed with a sodium bicarbonate solution, water, dried over magnesium sulfate and evaporated to dryness to obtain methyl 5-chlorosalicylate which is used directly in the next step. Starting materials: C(CCC)N=C=O (n-Butyl isocyanate), NC(CCC(=O)O)C(=O)O (DL-glutamic acid). Run in [OH-].[Na+] (sodium hydroxide). Run at temperature 0 celsius, time 2 hour. RXN SMILES: [CH2:1]([N:5]=[C:6]=[O:7])[CH2:2][CH2:3][CH3:4].[NH2:8][CH:9]([C:15](O)=[O:16])[CH2:10][CH2:11][C:12]([OH:14])=[O:13]>[OH-].[Na+]>[CH2:1]([N:5]1[C:15](=[O:16])[CH:9]([CH2:10][CH2:11][C:12]([OH:14])=[O:13])[NH:8][C:6]1=[O:7])[CH2:2][CH2:3][CH3:4] |f:2.3|. The product is C(CCC)N1C(NC(C1=O)CCC(=O)O)=O (3-(1-n-Butylimidazolidin-2,5-dion-4-yl)propionic acid). Reported procedure: n-Butyl isocyanate (7.5 g, 0.075 mole) was added dropwise to a stirred solution of DL-glutamic acid (7.35 g, 0.05 mole) in aqueous sodium hydroxide (4.0 g, in 50 ml) at 0° C. The mixture was stirred at 0° C. for 2 hours then left to rise to room temperature overnight. The mixture was filtered and the filtrate acidified with concentrated hydrochloric acid (50 ml) and heated on a steam-bath for 30 minutes. The solution was cooled whence crystals separated which were collected at the pump and recry...